Dataset: the Open Reaction Database (ORD), a public repository of structured organic reaction records. Task: describe an organic reaction: reactants, conditions, products, and yield Starting materials: OS(=O)(=O)O (H2SO4), NC=1C=2N(C=CC1)N=C(C2)C(=O)O (4-aminopyrazolo[1,5-a]pyridine-2-carboxylic acid), C(C)O (ethanol), C(=O)(O)[O-].[Na+] (NaHCO3). Run at temperature 75 celsius. Product: C(C)OC(=O)C1=NN2C(C(=CC=C2)N)=C1 (4-Aminopyrazolo[1,5-a]pyridine-2-carboxylic acid ethyl ester). As a reaction SMILES: OS(O)(=O)=O.[NH2:6][C:7]1[C:8]2[N:9]([N:13]=[C:14]([C:16]([OH:18])=[O:17])[CH:15]=2)[CH:10]=[CH:11][CH:12]=1.C([O-])(O)=O.[Na+].[CH2:24](O)[CH3:25]>>[CH2:24]([O:17][C:16]([C:14]1[CH:15]=[C:8]2[C:7]([NH2:6])=[CH:12][CH:11]=[CH:10][N:9]2[N:13]=1)=[O:18])[CH3:25] |f:2.3|. Reported procedure: 50% Aqueous H2SO4 (60 mL) is added to 4-Aminopyrazolo[1,5-a]pyridine-2,3-dicarboxylic acid dimethyl ester (1.47 g, 5.90 mmol) under air. The mixture is warmed to 80° C. After 6.5 h, the solution is cooled to 0° C. and then neutralized with 10 N aq. NaOH. The resulting slurry is acidified to pH 3 with 1 M aq. HCl. The volatiles are removed under reduced pressure. The residue is washed with 30% EtOH in CH2Cl2. The volatiles are removed under reduced pressure to afford 4-aminopyrazolo[1,5-a]pyridin... Reactants: NCCN(C1(C(NC2=CC(=CC=C12)Cl)=O)CC1=CC(=CC=C1)Cl)CC(C)(C)C (3-[(2-Amino-ethyl)-(2,2-dimethyl-propyl)-amino]-6-chloro-3-(3-chloro-benzyl)-1,3-dihydro-indol-2-one), C(C)(=O)N1CCN(CC1)C(=O)Cl (4-Acetyl-piperazine-1-carbonyl chloride), C(=O)([O-])[O-].[K+].[K+] (K2CO3). Run in ClCCl (dichloro-methane). Product: ClC1=CC=C2C(C(NC2=C1)=O)(CC1=CC(=CC=C1)Cl)N(CCNC(=O)N1CCN(CC1)C(C)=O)CC(C)(C)C (rac-4-Acetyl-piperazine-1-carboxylic acid{2-[[6-chloro-3-(3-chloro-benzyl)-2-oxo-2,3-dihydro-1H-indol-3-yl]-(2,2-dimethyl-propyl)-amino]-ethyl}-amide). The yield is 40.8%. Reaction SMILES: [NH2:1][CH2:2][CH2:3][N:4]([CH2:24][C:25]([CH3:28])([CH3:27])[CH3:26])[C:5]1([CH2:16][C:17]2[CH:22]=[CH:21][CH:20]=[C:19]([Cl:23])[CH:18]=2)[C:13]2[C:8](=[CH:9][C:10]([Cl:14])=[CH:11][CH:12]=2)[NH:7][C:6]1=[O:15].[C:29]([N:32]1[CH2:37][CH2:36][N:35]([C:38](Cl)=[O:39])[CH2:34][CH2:33]1)(=[O:31])[CH3:30].C([O-])([O-])=O.[K+].[K+]>ClCCl>[Cl:14][C:10]1[CH:9]=[C:8]2[C:13]([C:5]([N:4]([CH2:24][C:25]([CH3:28])([CH3:27])[CH3:26])[CH2:3][CH2:2][NH:1][C:38]([N:35]3[CH2:36][CH2:37][N:32]([C:29](=[O:31])[CH3:30])[CH2:33][CH2:34]3)=[O:39])([CH2:16][C:17]3[CH:22]=[CH:21][CH:20]=[C:19]([Cl:23])[CH:18]=3)[C:6](=[O:15])[NH:7]2)=[CH:12][CH:11]=1 |f:2.3.4|. Procedure: The mixture 3-[(2-Amino-ethyl)-(2,2-dimethyl-propyl)-amino]-6-chloro-3-(3-chloro-benzyl)-1,3-dihydro-indol-2-one (75 mg, 0.179 mmol), 4-Acetyl-piperazine-1-carbonyl chloride (41 mg, 0.215 mmol) and K2CO3 (37 mg, 0.268 mmol) in dichloro-methane (2 mL) was stirred at room temperature for 2 h. Then the solution was concentrated and the crude product was purified by chromatography to give 42 mg rac-4-Acetyl-piperazine-1-carboxylic acid{2-[[6-chloro-3-(3-chloro-benzyl)-2-oxo-2,3-dihydro-1H-indol-3-yl... The reactants are [Si](C)(C)(C(C)(C)C)OC1=CC(=C(C=C1)NCC1=CC(=C(C(=O)OC)C=C1)OC)NC(C1=CC=C(C=C1)OCCN1CCCC1)=O (Methyl 4-[4-(tert-Butyldimethylsilyloxy)-2-[4-[2-(1-pyrrolidinyl)ethoxy]benzoylamino]phenylamino]methyl-2-methoxybenzoate). The solvent is CC=1C=CC=CC1C (o-xylene). Product: [Si](C)(C)(C(C)(C)C)OC1=CC2=C(N(C(=N2)C2=CC=C(C=C2)OCCN2CCCC2)CC2=CC(=C(C=C2)C(=O)OC)OC)C=C1 (5-(tert-Butyldimethylsilyloxy)-1-(3-methoxy-4-methoxycarbonylbenzyl)-2-[4-[2-(1-pyrrolidinyl)ethoxy]phenyl]-benzimidazole). Isolated yield 80.8%. As a reaction SMILES: [Si:1]([O:8][C:9]1[CH:14]=[CH:13][C:12]([NH:15][CH2:16][C:17]2[CH:26]=[CH:25][C:20]([C:21]([O:23][CH3:24])=[O:22])=[C:19]([O:27][CH3:28])[CH:18]=2)=[C:11]([NH:29][C:30](=O)[C:31]2[CH:36]=[CH:35][C:34]([O:37][CH2:38][CH2:39][N:40]3[CH2:44][CH2:43][CH2:42][CH2:41]3)=[CH:33][CH:32]=2)[CH:10]=1)([C:4]([CH3:7])([CH3:6])[CH3:5])([CH3:3])[CH3:2]>CC1C=CC=CC=1C>[Si:1]([O:8][C:9]1[CH:14]=[CH:13][C:12]2[N:15]([CH2:16][C:17]3[CH:26]=[CH:25][C:20]([C:21]([O:23][CH3:24])=[O:22])=[C:19]([O:27][CH3:28])[CH:18]=3)[C:30]([C:31]3[CH:36]=[CH:35][C:34]([O:37][CH2:38][CH2:39][N:40]4[CH2:41][CH2:42][CH2:43][CH2:44]4)=[CH:33][CH:32]=3)=[N:29][C:11]=2[CH:10]=1)([C:4]([CH3:6])([CH3:5])[CH3:7])([CH3:2])[CH3:3]. Procedure: To the above amide (Example 1, Part E; 3.95, 6.23 mmol) was added o-xylene (50 mL) and the mixture heated at reflux overnight. After concentrating under reduced pressure the resulting residue was purified by flash chromatography (SiO2, 5% MeOH in CHCl3 with 1% Et3N v/v added); yielding 3.1 g (82%) of the desired product.